This data is from the Open Reaction Database (ORD), a public repository of structured organic reaction records. The task is: describe an organic reaction: reactants, conditions, products, and yield Isolated yield 67.8%. Solvent: CN(C)C=O (DMF). The product is ClC1=C(C2=C(OCO2)C(=C1)C#CCCOC)NC1=NC=NC2=CC(=C(C=C12)OC)OCCCN1C(CN(CC1)C)=O (1-{3-[(4-{[5-Chloro-7-(4-methoxybut-1-yn-1-yl)-1,3-benzodioxol-4-yl]amino}-6-methoxyquinazolin-7-yl)oxy]propyl}-4-methylpiperazin-2-one). Reactants: ClC1=NC=NC2=CC(=C(C=C12)OC)OCCCN1C(CN(CC1)C)=O (1-{3-[(4-chloro-6-methoxyquinazolin-7-yl)oxy]propyl}-4-methylpiperazin-2-one), ClC1=C(C2=C(OCO2)C(=C1)C#CCCOC)N (5-chloro-7-(4-methoxybut-1-yn-1-yl)-1,3-benzodioxol-4-amine), C[Si](C)(C)[N-][Si](C)(C)C.[Na+] (sodium bis(trimethylsilyl)amide). RXN SMILES: Cl[C:2]1[C:11]2[C:6](=[CH:7][C:8]([O:14][CH2:15][CH2:16][CH2:17][N:18]3[CH2:23][CH2:22][N:21]([CH3:24])[CH2:20][C:19]3=[O:25])=[C:9]([O:12][CH3:13])[CH:10]=2)[N:5]=[CH:4][N:3]=1.[Cl:26][C:27]1[CH:35]=[C:34]([C:36]#[C:37][CH2:38][CH2:39][O:40][CH3:41])[C:30]2[O:31][CH2:32][O:33][C:29]=2[C:28]=1[NH2:42].C[Si]([N-][Si](C)(C)C)(C)C.[Na+]>CN(C=O)C>[Cl:26][C:27]1[CH:35]=[C:34]([C:36]#[C:37][CH2:38][CH2:39][O:40][CH3:41])[C:30]2[O:31][CH2:32][O:33][C:29]=2[C:28]=1[NH:42][C:2]1[C:11]2[C:6](=[CH:7][C:8]([O:14][CH2:15][CH2:16][CH2:17][N:18]3[CH2:23][CH2:22][N:21]([CH3:24])[CH2:20][C:19]3=[O:25])=[C:9]([O:12][CH3:13])[CH:10]=2)[N:5]=[CH:4][N:3]=1 |f:2.3|. Reported procedure: This was prepared by the method described in example 4 but using 1-{3-[(4-chloro-6-methoxyquinazolin-7-yl)oxy]propyl}-4-methylpiperazin-2-one (140 mg, 0.38 mmol), 5-chloro-7-(4-methoxybut-1-yn-1-yl)-1,3-benzodioxol-4-amine (107 mg, 0.42 mmol) and sodium bis(trimethylsilyl)amide (1.0M in THF, 0.81 ml) in DMF (2 ml). The crude product was purified by column chromatography on silica using increasing concentrations of methanol in dichloromethane as eluent. There was thus obtained the title compound ... The reactants are CCOC(=O)C (EtOAc), C(=O)(OCC1=CC=CC=C1)N[C@@H](CC1=CC=C(C=C1)O)C(=O)OC(C)(C)C (N-(CBZ)-(L)-tyrosine, tert-butyl ester), N1=CC=CC=C1 (pyridine), FC(S(=O)(=O)Cl)(F)F (trifluoromethylsulfonyl chloride). Run in hexanes, C(Cl)Cl (methylene chloride). Yields the product C(=O)(OCC1=CC=CC=C1)N[C@@H](CC1=CC=C(C=C1)OS(=O)(=O)C(F)(F)F)C(=O)OC(C)(C)C (N-(CBZ)-4-(trifluoromethylsulfonyloxy)-(L)-phenylalanine, tert-butyl ester). As a reaction SMILES: [C:1]([NH:11][C@H:12]([C:21]([O:23][C:24]([CH3:27])([CH3:26])[CH3:25])=[O:22])[CH2:13][C:14]1[CH:19]=[CH:18][C:17]([OH:20])=[CH:16][CH:15]=1)([O:3][CH2:4][C:5]1[CH:10]=[CH:9][CH:8]=[CH:7][CH:6]=1)=[O:2].N1C=CC=CC=1.[F:34][C:35]([F:41])([F:40])[S:36](Cl)(=[O:38])=[O:37].CCOC(C)=O>C(Cl)Cl>[C:1]([NH:11][C@H:12]([C:21]([O:23][C:24]([CH3:27])([CH3:26])[CH3:25])=[O:22])[CH2:13][C:14]1[CH:15]=[CH:16][C:17]([O:20][S:36]([C:35]([F:41])([F:40])[F:34])(=[O:38])=[O:37])=[CH:18][CH:19]=1)([O:3][CH2:4][C:5]1[CH:6]=[CH:7][CH:8]=[CH:9][CH:10]=1)=[O:2]. Reported procedure: To a solution of 15.15 g (4.1 mmol) N-(CBZ)-(L)-tyrosine, tert-butyl ester in 150 mL of dry methylene chloride at 0° C. was added 12.9 g (164 mmol) of pyridine followed by the dropwise addition of 12.68 g (4.5 mmol) of trifluoromethylsulfonyl chloride. The reaction mixture was stirred at room temperature for 4 hours at which time TLC (25% EtOAc in hexanes) indicated complete consumption of starting material. The reaction mixture was shaken with 1N HCl (3×100 mL), saturated NaHCO3 solution (2×50 ... Starting materials: C(CO)(=O)O (glycolic acid), CC1=C(C(=O)NO1)CC(C(=O)O)N (AMPA), C(CO)(=O)O (glycolic acid). Run at time 16.5 hour. The product is C(C=O)(=O)[O-] (glyoxylate), C(=O)[O-] (formate), C(C(=O)[O-])(=O)[O-] (oxalate). Reaction SMILES: [C:1]([OH:5])(=[O:4])[CH2:2][OH:3].CC1ONC(=[O:10])C=1CC(N)[C:15]([OH:17])=[O:16]>>[C:1]([O-:5])(=[O:4])[CH:2]=[O:3].[CH:15]([O-:17])=[O:16].[C:2]([O-:10])(=[O:3])[C:1]([O-:5])=[O:4]. Procedure: The enzymatic oxidation of glycolic acid in Example 5 was repeated at pH 8.5, and using initial concentrations of glycolic acid and AMPA of 0.50M and 0.40M, respectively. After 16.5 h, the HPLC yields of glyoxylate, formate, and oxalate were 85.4%, 3.5%, and 6.3%, respectively, and 1.4% glycolate remained. The final pH of the reaction mixture was 7.0. Starting materials: BrC1=CC=C2OCCN3C=C(N=C3C2=C1)C(=O)/N=C/N(C)C (13-bromo-N-[(1E)-(dimethylamino)methylidene]-9-oxa-3,6-diazatricyclo[8.4.0.02,6]tetradeca1(14),2,4,10,12-pentaene-4-carboxamide), Cl.C(C)(C)NN (isopropylhydrazine hydrochloride). Solvent: CC(=O)O (AcOH). Conditions: temperature 100 celsius. Product: BrC1=CC=C2OCCN3C=C(N=C3C2=C1)C1=NC=NN1C(C)C (13-Bromo-4-[1-(propan-2-yl)-1H-1,2,4-triazol-5-yl]-9-oxa-3,6-diazatricyclo[8.4.0.02,6]tetradeca1(14),2,4,10,12-pentaene). As a reaction SMILES: [Br:1][C:2]1[CH:15]=[C:14]2[C:5]([O:6][CH2:7][CH2:8][N:9]3[C:13]2=[N:12][C:11]([C:16](/[N:18]=[CH:19]/[N:20](C)C)=O)=[CH:10]3)=[CH:4][CH:3]=1.Cl.[CH:24]([NH:27]N)([CH3:26])[CH3:25]>CC(O)=O>[Br:1][C:2]1[CH:15]=[C:14]2[C:5]([O:6][CH2:7][CH2:8][N:9]3[C:13]2=[N:12][C:11]([C:16]2[N:27]([CH:24]([CH3:26])[CH3:25])[N:20]=[CH:19][N:18]=2)=[CH:10]3)=[CH:4][CH:3]=1 |f:1.2|. Procedure: To a solution of 13-bromo-N-[(1E)-(dimethylamino)methylidene]-9-oxa-3,6-diazatricyclo[8.4.0.02,6]tetradeca1(14),2,4,10,12-pentaene-4-carboxamide (2.2 g, 6.1 mmol) in AcOH (20 mL) was added isopropylhydrazine hydrochloride (0.73 g, 6.6 mmol). The mixture was heated at 100° C. for 1 h. Most of the solvent was removed and water (50 mL) was added. The solid was collected by filtration, washed with water and dried in vacuo to afford 13-Bromo-4-[1-(propan-2-yl)-1H-1,2,4-triazol-5-yl]-9-oxa-3,6-diazatr... The reactants are Br, Br, O=N[O-], Cc1nc(N)c(Cl)cc1Cl, [Na+], [Na+], [OH-], O. Product: Cc1nc(Br)c(Cl)cc1Cl. As a reaction SMILES: [Br:12].[BrH:11].[N:13]([O-:14])=[O:15].[NH2:1][c:2]1[n:3][c:4]([CH3:10])[c:5]([Cl:9])[cH:6][c:7]1[Cl:8].[Na+:16].[Na+:18].[OH-:17].[OH2:19]>>[c:2]1([Br:11])[n:3][c:4]([CH3:10])[c:5]([Cl:9])[cH:6][c:7]1[Cl:8]. Reactants: C1CCCN2C(C3=C(C=C12)C=CC=C3)=O (1,3,4,6-tetrahydro-2H-benzo[b]quinolizin-6-one), Cl (hydrochloric acid). Reagents/catalysts: [Pd] (palladium-on-carbon). Solvent: C(C)O (ethanol). Run at time 72 hour. Yields the product C1CCCN2C(C3=C(CC12)C=CC=C3)=O (1,3,4,6,11,11a-Hexahydro-2H-benzo[b]quinolizin-6-one). Yield: 93.5%. Reaction SMILES: [CH2:1]1[C:10]2[N:5]([C:6](=[O:15])[C:7]3[CH:14]=[CH:13][CH:12]=[CH:11][C:8]=3[CH:9]=2)[CH2:4][CH2:3][CH2:2]1.Cl>C(O)C.[Pd]>[CH2:1]1[CH:10]2[N:5]([C:6](=[O:15])[C:7]3[CH:14]=[CH:13][CH:12]=[CH:11][C:8]=3[CH2:9]2)[CH2:4][CH2:3][CH2:2]1. Reported procedure: To a solution of 1,3,4,6-tetrahydro-2H-benzo[b]quinolizin-6-one (4.02 g, 20.2 mmol) (M. A. Haimova, V. I. Ognyanov, and N. M. Mollov, Synthesis, 1980, 845) in ethanol (250 ml) and 2.5M hydrochloric acid (10 ml) was added 10% palladium-on-carbon (0.8 g) and the solution was shaken on a Parr Hydrogenator for 72 h. The catalyst was filtered off and the filtrate was concentrated to give an oil which was partitioned between ethyl acetate and dilute base. The dried (magnesium sulfate) organic phase wa... Starting materials: CC[SiH](CC)CC, O=C1CCNc2cc(F)ccc21, [Na+], [OH-], O=C(O)C(F)(F)F. Yields the product Fc1ccc2c(c1)NCCC2. Reaction SMILES: [CH2:22]([SiH:23]([CH2:24][CH3:25])[CH2:26][CH3:27])[CH3:28].[F:1][c:2]1[cH:3][cH:4][c:5]2[c:10]([cH:11]1)[NH:9][CH2:8][CH2:7][C:6]2=[O:12].[Na+:14].[OH-:13].[OH:15][C:16]([C:17]([F:18])([F:19])[F:20])=[O:21]>>[F:1][c:2]1[cH:3][cH:4][c:5]2[c:10]([cH:11]1)[NH:9][CH2:8][CH2:7][CH2:6]2. Starting materials: Cl.COC([C@@H](NC([C@H](NC)CC1=CC=CC=C1)=O)CC1=CNC2=CC=CC=C12)=O (N-methyl-(D)-phenylalanyl-(L)-tryptophan methyl ester hydrochloride), C1=C(C=CC2=CC=CC=C12)C(=O)O (2-naphthoic acid), methyl ester. The product is C1=C(C=CC2=CC=CC=C12)C(=O)N([C@H](CC1=CC=CC=C1)C(=O)N[C@@H](CC1=CNC2=CC=CC=C12)C(=O)O)C (N-(2-naphthoyl)-N-methyl-(D)-phenylalanyl-(L)-tryptophan). RXN SMILES: Cl.C[O:3][C:4](=[O:29])[C@H:5]([CH2:19][C:20]1[C:28]2[C:23](=[CH:24][CH:25]=[CH:26][CH:27]=2)[NH:22][CH:21]=1)[NH:6][C:7](=[O:18])[C@@H:8]([CH2:11][C:12]1[CH:17]=[CH:16][CH:15]=[CH:14][CH:13]=1)[NH:9][CH3:10].[CH:30]1[C:39]2[C:34](=[CH:35][CH:36]=[CH:37][CH:38]=2)[CH:33]=[CH:32][C:31]=1[C:40]([OH:42])=O>>[CH:30]1[C:39]2[C:34](=[CH:35][CH:36]=[CH:37][CH:38]=2)[CH:33]=[CH:32][C:31]=1[C:40]([N:9]([CH3:10])[C@@H:8]([C:7]([NH:6][C@H:5]([C:4]([OH:29])=[O:3])[CH2:19][C:20]1[C:28]2[C:23](=[CH:24][CH:25]=[CH:26][CH:27]=2)[NH:22][CH:21]=1)=[O:18])[CH2:11][C:12]1[CH:13]=[CH:14][CH:15]=[CH:16][CH:17]=1)=[O:42] |f:0.1|. Procedure: Coupling of N-methyl-(D)-phenylalanyl-(L)-tryptophan methyl ester hydrochloride (see example 1) according to example 12 with 2-naphthoic acid followed by hydrolysis of the methyl ester moiety according to example 1 gives N-(2-naphthoyl)-N-methyl-(D)-phenylalanyl-(L)-tryptophan; FAB-MS m/e 520 (M+H)+. Procedure: A mixture of 2.2 g (0.010 mole) of 6-ethyl-5-(1-piperazinyl)-2,4-pyrimidinediamine, 1.33 g (0.011 mole) of a 4-fluorobenzonitrile and 1.52 g (0.011 mole) of potassium carbonate in 20 ml of dimethyl sulfoxide was heated under reflux at 140° C. for two hours. The reaction mixture was cooled and poured into 100 ml of ice water. The solid was collected and recrystallized from N,N dimethyl formamide to give 2.21 g of the product as a white solid, mp>310° C. The yield is 68.3%. As a reaction SMILES: [CH2:1]([C:3]1[N:8]=[C:7]([NH2:9])[N:6]=[C:5]([NH2:10])[C:4]=1[N:11]1[CH2:16][CH2:15][NH:14][CH2:13][CH2:12]1)[CH3:2].F[C:18]1[CH:25]=[CH:24][C:21]([C:22]#[N:23])=[CH:20][CH:19]=1.C(=O)([O-])[O-].[K+].[K+]>CS(C)=O>[C:22]([C:21]1[CH:24]=[CH:25][C:18]([N:14]2[CH2:13][CH2:12][N:11]([C:4]3[C:5]([NH2:10])=[N:6][C:7]([NH2:9])=[N:8][C:3]=3[CH2:1][CH3:2])[CH2:16][CH2:15]2)=[CH:19][CH:20]=1)#[N:23] |f:2.3.4|. Solvent: CS(=O)C (dimethyl sulfoxide). Reaction conditions: temperature 140 celsius. The product is C(#N)C1=CC=C(C=C1)N1CCN(CC1)C=1C(=NC(=NC1CC)N)N (5-[4-(4-cyanophenyl)-1-piperazinyl]-6-ethyl-2,4-pyrimidinediamine). Reactants: ice water, C(C)C1=C(C(=NC(=N1)N)N)N1CCNCC1 (6-ethyl-5-(1-piperazinyl)-2,4-pyrimidinediamine), FC1=CC=C(C#N)C=C1 (4-fluorobenzonitrile), C([O-])([O-])=O.[K+].[K+] (potassium carbonate). The reactants are C1(CCC(CC1)=O)C1=CC2=C(NC(O2)=O)C=C1 (6-(4-cyclohexanonyl)benzoxazolin-2-one), FC=1C=C(C=CC1F)CCCN (3-(3,4-difluorophenyl)-1-propylamine). The product is FC=1C=C(C=CC1F)CCCN[C@@H]1CC[C@H](CC1)C1=CC2=C(NC(O2)=O)C=C1 (6-(trans-4-[3-(3,4-difluorophenyl)-propylamino]cyclohexyl}-3H-benzoxazol-2-one). The yield is 37.0%. Reported procedure: Coupling of ketone 5 and 3-(3,4-difluorophenyl)-1-propylamine, using the method given in Example 1, gave 6-(trans-4-[3-(3,4-difluorophenyl)-propylamino]cyclohexyl}-3H-benzoxazol-2-one (690 mg, 37%): 1H NMR (500 MHz, DMSO-d6): δ 7.33-7.24 (m, 2H), 7.12 (d, J=1 Hz, 1H), 7.06-7.02 (m, 1H), 6.98-6.93 (m, 2H), 3.51-3.10 (br s, 2H), 2.62 (dd, J=8, 8 Hz, 2H), 2.55 (dd, J=7, 7 Hz, 2H), 2.48-2.38 (m, 2H), 1.98-1.91 (m, 2H), 1.80-1.73 (m, 2H), 1.71-1.65 (m, 2H), 1.44 (dddd, J=10, 10, 10, 3 Hz, 2H), 1.13 (... RXN SMILES: [CH:1]1([C:8]2[CH:17]=[CH:16][C:11]3[NH:12][C:13](=[O:15])[O:14][C:10]=3[CH:9]=2)[CH2:6][CH2:5][C:4](=O)[CH2:3][CH2:2]1.[F:18][C:19]1[CH:20]=[C:21]([CH2:26][CH2:27][CH2:28][NH2:29])[CH:22]=[CH:23][C:24]=1[F:25]>>[F:18][C:19]1[CH:20]=[C:21]([CH2:26][CH2:27][CH2:28][NH:29][C@H:4]2[CH2:5][CH2:6][C@H:1]([C:8]3[CH:17]=[CH:16][C:11]4[NH:12][C:13](=[O:15])[O:14][C:10]=4[CH:9]=3)[CH2:2][CH2:3]2)[CH:22]=[CH:23][C:24]=1[F:25].